Dataset: the Open Reaction Database (ORD), a public repository of structured organic reaction records. Task: describe an organic reaction: reactants, conditions, products, and yield Starting materials: CC(C)C[Al+]CC(C)C, CO, Cc1ccccc1, O=C(O)c1cccc(Cl)c1Cl, Cl, [H-], O. Yields the product OCc1cccc(Cl)c1Cl. As a reaction SMILES: [CH2:13]([Al+:14][CH2:15][CH:16]([CH3:17])[CH3:18])[CH:19]([CH3:20])[CH3:21].[CH3:22][OH:23].[CH3:25][c:26]1[cH:27][cH:28][cH:29][cH:30][cH:31]1.[Cl:1][c:2]1[c:3]([C:4](=[O:5])[OH:6])[cH:7][cH:8][cH:9][c:10]1[Cl:11].[ClH:24].[H-:12].[OH2:32]>>[Cl:1][c:2]1[c:3]([CH2:4][OH:5])[cH:7][cH:8][cH:9][c:10]1[Cl:11]. Reactants: N#Cc1ccc(C=O)cc1, CC(=O)C1CC1, CCO, [Na+], [OH-], O. The product is N#Cc1ccc(C=CC(=O)C2CC2)cc1. RXN SMILES: [C:1](#[N:2])[c:3]1[cH:4][cH:5][c:6]([CH:7]=[O:8])[cH:9][cH:10]1.[CH3:11][C:12](=[O:13])[CH:14]1[CH2:15][CH2:16]1.[CH3:20][CH2:21][OH:22].[Na+:18].[OH-:17].[OH2:19]>>[C:1](#[N:2])[c:3]1[cH:4][cH:5][c:6]([CH:7]=[CH:11][C:12](=[O:13])[CH:14]2[CH2:15][CH2:16]2)[cH:9][cH:10]1. Reactants: [BH4-], CCO, [Na+], [Na+], [OH-], O, O, Cl[Sn]Cl, O=[N+]([O-])Nc1ccc(CN2CCN(c3ccccc3)CC2)cc1. The product is Nc1ccc(CN2CCN(c3ccccc3)CC2)cc1. Reaction SMILES: [BH4-:1].[CH3:33][CH2:34][OH:35].[Na+:2].[Na+:32].[OH-:31].[OH2:26].[OH2:27].[Sn:28]([Cl:29])[Cl:30].[c:3]1([N:9]2[CH2:10][CH2:11][N:12]([CH2:15][c:16]3[cH:17][cH:18][c:19]([NH:20][N+:21]([O-:22])=[O:23])[cH:24][cH:25]3)[CH2:13][CH2:14]2)[cH:4][cH:5][cH:6][cH:7][cH:8]1>>[c:3]1([N:9]2[CH2:10][CH2:11][N:12]([CH2:15][c:16]3[cH:17][cH:18][c:19]([NH2:20])[cH:24][cH:25]3)[CH2:13][CH2:14]2)[cH:4][cH:5][cH:6][cH:7][cH:8]1. The reactants are O1C=NC(=C1)C(=O)OC (methyl 4-oxazolecarboxylate), Cl.CONC (methoxy-methylamine hydrochloride), C[Al](C)C (trimethylaluminum), ice, Cl.C(Cl)Cl (HCl methylene chloride). Solvent: ClC(C)Cl (dichloroethane), ClC(C)Cl (dichloroethane). Reaction conditions: temperature 0 celsius, time 20 minute. The product is O1C=NC(=C1)C(=O)N(OC)C (4-oxazolyl-N-methyl-N-methoxy-carboxamide). The yield is 81.1%. Reaction SMILES: Cl.[CH3:2][O:3][NH:4][CH3:5].C[Al](C)C.[O:10]1[CH:14]=[C:13]([C:15]([O:17]C)=O)[N:12]=[CH:11]1.Cl.C(Cl)Cl>ClC(Cl)C>[O:10]1[CH:14]=[C:13]([C:15]([N:4]([CH3:5])[O:3][CH3:2])=[O:17])[N:12]=[CH:11]1 |f:0.1,4.5|. Procedure: To a suspension of methoxy-methylamine hydrochloride (2.3 g, 23.6 mmol) in 30 mL of dichloroethane at 0° C. was added dropwise 11.8 mL (23.6 mmol) of trimethylaluminum. The mixture was stirred at 0° C. for 20 min, and methyl 4-oxazolecarboxylate (1 g, 7.9 mmol) in 20 mL of dichloroethane was added in one portion. The mixture was poured into an ice-cold solution of 0.5N HCl/methylene chloride (2:1) and stirred for 10 min. The aqueous layer was extracted with methylene chloride (2×50 mL), and the ... Starting materials: acid chloride, BrC1=C(C(=O)O)C=CC(=C1)\C=C\C(C(F)(F)F)C1=CC(=C(C(=C1)Cl)Cl)Cl ((E)-2-bromo-4-(4,4,4-trifluoro-3-(3,4,5-trichlorophenyl)but-1-en-1-yl)benzoic acid), Cl (HCl), BrC1=C(C(=O)NC(C(=O)O)(C)C)C=CC(=C1)\C=C\C(C(F)(F)F)C1=CC(=C(C(=C1)Cl)Cl)Cl ((E)-2-(2-Bromo-4-(4,4,4-trifluoro-3-(3,4,5-trichlorophenyl)but-1-en-1-yl)benzamido)-2-methylpropanoic acid), S(=O)(Cl)Cl (Thionyl chloride), C(=O)(O)[O-].[Na+] (NaHCO3), NC(C(=O)O)(C)C (2-amino-2-methylpropanoic acid). Reagents/catalysts: [Br-].C(CCCCCCCCCCC)[N+](C)(C)C (dodecyltrimethylammonium bromide). Solvent: C1CCOC1 (THF), O (water), ClCCCl (1,2-dichloroethane), C1CCOC1 (THF). Product: BrC1=C(C(=O)NC(C(=O)NCC(C)(C)C)(C)C)C=CC(=C1)\C=C\C(C(F)(F)F)C1=CC(=C(C(=C1)Cl)Cl)Cl ((E)-2-Bromo-N-(2-methyl-1-(neopentylamino)-1-oxopropan-2-yl)-4-(4,4,4-trifluoro-3-(3,4,5-trichlorophenyl)but-1-en-1-yl)benzamide). Isolated yield 85.0%. As a reaction SMILES: Br[C:2]1C=C(/C=C/C(C2C=C(Cl)C(Cl)=C(Cl)C=2)C(F)(F)F)C=[CH:13][C:3]=1[C:4]([NH:6]C(C)(C)C(O)=O)=O.[Br:33][C:34]1[CH:42]=[C:41](/[CH:43]=[CH:44]/[CH:45]([C:50]2[CH:55]=[C:54]([Cl:56])[C:53]([Cl:57])=[C:52]([Cl:58])[CH:51]=2)[C:46]([F:49])([F:48])[F:47])[CH:40]=[CH:39][C:35]=1[C:36](O)=[O:37].S(Cl)(Cl)=O.[C:63]([O-])(O)=O.[Na+].[NH2:68][C:69]([CH3:74])([CH3:73])[C:70](O)=[O:71].Cl>[Br-].C([N+](C)(C)C)CCCCCCCCCCC.C1COCC1.O.ClCCCl>[Br:33][C:34]1[CH:42]=[C:41](/[CH:43]=[CH:44]/[CH:45]([C:50]2[CH:51]=[C:52]([Cl:58])[C:53]([Cl:57])=[C:54]([Cl:56])[CH:55]=2)[C:46]([F:49])([F:47])[F:48])[CH:40]=[CH:39][C:35]=1[C:36]([NH:68][C:69]([CH3:74])([CH3:73])[C:70]([NH:6][CH2:4][C:3]([CH3:13])([CH3:63])[CH3:2])=[O:71])=[O:37] |f:3.4,7.8|. Procedure details: (E)-2-(2-Bromo-4-(4,4,4-trifluoro-3-(3,4,5-trichlorophenyl)but-1-en-1-yl)benzamido)-2-methylpropanoic acid: A 25 mL round bottomed flask equipped with a magnetic stir bar and reflux condenser was charged with (E)-2-bromo-4-(4,4,4-trifluoro-3-(3,4,5-trichlorophenyl)but-1-en-1-yl)benzoic acid (400 mg, 0.82 mmol) and 1,2-dichloroethane (DCE) (5 mL). Thionyl chloride (0.12 mL, 1.64 mmol) was added neat in one portion and the resulting reaction mixture was heated at reflux for 2 h. After which time, ...